Dataset: the Open Reaction Database (ORD), a public repository of structured organic reaction records. Task: describe an organic reaction: reactants, conditions, products, and yield Reactants: O1CCN(CC1)CC1=C(C(O)=CC(=C1)C(C)(C)CC(C)(C)C)O (3-morpholinomethyl-5-t-octylcatechol), C1(=CC=CC=C1)S (benzenethiol). Run in CN(C=O)C (dimethylformamide), C(C)OCC (diethyl ether). Reaction conditions: temperature 25 celsius, time 20 hour. The product is oil, S(C1=CC=CC=C1)CC1=C(C(O)=CC(=C1)C(C)(C)CC(C)(C)C)O (3-Thiophenoxymethyl-5-t-octylcatechol). Yield: 91.0%. Reaction SMILES: O1CCN([CH2:7][C:8]2[CH:14]=[C:13]([C:15]([CH2:18][C:19]([CH3:22])([CH3:21])[CH3:20])([CH3:17])[CH3:16])[CH:12]=[C:10]([OH:11])[C:9]=2[OH:23])CC1.[C:24]1([SH:30])[CH:29]=[CH:28][CH:27]=[CH:26][CH:25]=1>CN(C)C=O.C(OCC)C>[S:30]([CH2:7][C:8]1[CH:14]=[C:13]([C:15]([CH2:18][C:19]([CH3:20])([CH3:21])[CH3:22])([CH3:16])[CH3:17])[CH:12]=[C:10]([OH:11])[C:9]=1[OH:23])[C:24]1[CH:29]=[CH:28][CH:27]=[CH:26][CH:25]=1. Procedure details: A suspension of 3-morpholinomethyl-5-t-octylcatechol (564 g, 1.76 mole) and 193.4 g (1.76 mole) benzenethiol in 0.8 liter dimethylformamide was kept at 130° C. under a nitrogen atmosphere for 20 hours. The reaction mixture was cooled to 25° C. and diluted with 3,000 ml diethyl ether. The resulting solution was washed in turn with 3×1,000 ml water, 500 ml 10% hydrochloric acid, 500 ml water and 500 ml brine. The washed solution was dried over anhydrous magnesium sulfate and evaporated in vacuo to... Starting materials: ClC1=NSN=C(C1=O)Cl (3,5-dichloro-4H-1,2,6-thiadiazin-4-one), C[O-].[Na+] (sodium methoxide), ice water. The solvent is CO (methanol), CO (methanol). Conditions: time 2 hour. The product is ClC1=NSN=C(C1=O)OC (3-chloro-5-methoxy-4H-1,2,6-thiadiazin-4-one). As a reaction SMILES: [Cl:1][C:2]1[C:7](=[O:8])[C:6](Cl)=[N:5][S:4][N:3]=1.[CH3:10][O-:11].[Na+]>CO>[Cl:1][C:2]1[C:7](=[O:8])[C:6]([O:11][CH3:10])=[N:5][S:4][N:3]=1 |f:1.2|. Procedure: A solution of 3.66 g of 3,5-dichloro-4H-1,2,6-thiadiazin-4-one in 30 ml of methanol is kept at 0°-5° C. and stirred while a solution of 2.40 g of sodium methoxide in 30 ml of methanol is added dropwise to it. The reaction mixture is stirred at room temperature 2 hours longer, then mixed with 200 ml of ice water. The precipitate is collected, washed with water, dried, and recrystallized from hexane to yield pale yellow needles, mp 159°-161°. Starting materials: [OH-].[Na+] (NaOH), COC(CNC([C@@H](NC([C@H]1N(CCC1)C(=O)OC(C)(C)C)=O)CC(C)C)=O)=O (N-t-butoxycarbonyl-prolylleucyl-glycine methyl ester), C(CC(O)(C(=O)O)CC(=O)O)(=O)O (citric acid). The solvent is CO (methanol). Reaction conditions: time 2 hour. Product: C(C)(C)(C)OC(=O)N1[C@H](C(=O)N[C@@H](CC(C)C)C(=O)NCC(=O)O)CCC1 (N-t-butoxycarbonyl-prolyl-leucyl-glycine). As a reaction SMILES: C[O:2][C:3](=[O:28])[CH2:4][NH:5][C:6](=[O:27])[C@H:7]([CH2:23][CH:24]([CH3:26])[CH3:25])[NH:8][C:9](=[O:22])[C@@H:10]1[CH2:14][CH2:13][CH2:12][N:11]1[C:15]([O:17][C:18]([CH3:21])([CH3:20])[CH3:19])=[O:16].[OH-].[Na+].C(O)(=O)CC(CC(O)=O)(C(O)=O)O>CO>[C:18]([O:17][C:15]([N:11]1[CH2:12][CH2:13][CH2:14][C@H:10]1[C:9]([NH:8][C@H:7]([C:6]([NH:5][CH2:4][C:3]([OH:28])=[O:2])=[O:27])[CH2:23][CH:24]([CH3:26])[CH3:25])=[O:22])=[O:16])([CH3:20])([CH3:21])[CH3:19] |f:1.2|. Procedure details: The thus obtained N-t-butoxycarbonyl-prolylleucyl-glycine methyl ester in an amount of 294.6 g was dissolved in 1.6 l of methanol. To this, 1.6 l of 1N-NaOH was added dropwise with ice cooling and the reaction was carried out at room temperature for 2 hours. Subsequently, 20% citric acid was added dropwise to the reaction mixture to make the pH 3 to 4. Then, the whole reaction mixture was extracted with 5 l of ethyl acetate, and the extract was washed well with 5% citric acid solution and satura... As a reaction SMILES: [CH:1]12[CH2:7][CH:4]([CH:5]=[CH:6]1)[N:3]([C:8]([O:10][CH2:11][C:12]1[CH:17]=[CH:16][CH:15]=[CH:14][CH:13]=1)=[O:9])[O:2]2.C(O)(=O)C>N1C=CC=CC=1>[CH:1]12[CH2:7][CH:4]([CH2:5][CH2:6]1)[N:3]([C:8]([O:10][CH2:11][C:12]1[CH:17]=[CH:16][CH:15]=[CH:14][CH:13]=1)=[O:9])[O:2]2. The product is C12ON(C(CC1)C2)C(=O)OCC2=CC=CC=C2 (3-Aza-2-oxabicyclo[2.2.1]heptane-3-carboxylic acid, (phenylmethyl) ester). Reactants: C12ON(C(C=C1)C2)C(=O)OCC2=CC=CC=C2 (3-aza-2-oxabicyclo[2.2.1]hept-5-ene-3-carboxylic acid, (phenylmethyl) ester), C(C)(=O)O (acetic acid), C(C)(=O)O (acetic acid). Isolated yield 83.4%. The solvent is N1=CC=CC=C1 (pyridine). Procedure: Azodicarbonamide (5.0 g) was stirred with a solution of potassium hydroxide (7.0 g) in water (12 ml) at 4°. After stirring in the ice bath for 1 h the mixture was diluted with ice/water (30 ml) and the solution was filtered. The filtrate was diluted with cool (2°) ethanol (100 ml) and the resultant solid was filtered off, washed with ethanol, methanol and ether to give potassium azodicarboxylate (6.9 g). This was then mixed with 3-aza-2-oxabicyclo[2.2.1]hept-5-ene-3-carboxylic acid, (phenylmethy... The reactants are [BH3-]C#N, CC(=O)O, ClCCl, Cc1cc(N)c(O)cc1F, [Na+], CC(C)(C)OC(=O)N1CCC(=O)CC1. Yields the product Cc1cc(NC2CCN(C(=O)OC(C)(C)C)CC2)c(O)cc1F. RXN SMILES: [C:1]([BH3-:2])#[N:3].[CH3:29][C:30](=[O:31])[OH:32].[Cl:33][CH2:34][Cl:35].[NH2:5][c:6]1[c:7]([OH:14])[cH:8][c:9]([F:13])[c:10]([CH3:12])[cH:11]1.[Na+:4].[O:15]=[C:16]1[CH2:17][CH2:18][N:19]([C:22](=[O:23])[O:24][C:25]([CH3:26])([CH3:27])[CH3:28])[CH2:20][CH2:21]1>>[NH:5]([c:6]1[c:7]([OH:14])[cH:8][c:9]([F:13])[c:10]([CH3:12])[cH:11]1)[CH:16]1[CH2:17][CH2:18][N:19]([C:22](=[O:23])[O:24][C:25]([CH3:26])([CH3:27])[CH3:28])[CH2:20][CH2:21]1.